The task is: describe an organic reaction: reactants, conditions, products, and yield. This data is from the Open Reaction Database (ORD), a public repository of structured organic reaction records. Starting materials: FC=1C=C2C(=CN(C2=CC1)C(C(COS(=O)(=O)C1=CC=C(C=C1)C)O)C1=CC=CC=C1)C (toluene-4-sulfonic acid 3-(5-fluoro-3-methyl-indol-1-yl)-2-hydroxy-3-phenyl-propyl ester), solution, CN (methylamine). The solvent is CO (methanol), CO (methanol). Reaction conditions: time 12 hour. The product is FC=1C=C2C(=CN(C2=CC1)[C@H]([C@@H](CNC)O)C1=CC=CC=C1)C ((1S,2R)-1-(5-fluoro-3-methyl-1H-indol-1-yl)-3-(methylamino)-1-phenylpropan-2-ol). Reaction SMILES: [F:1][C:2]1[CH:3]=[C:4]2[C:8](=[CH:9][CH:10]=1)[N:7]([CH:11]([C:26]1[CH:31]=[CH:30][CH:29]=[CH:28][CH:27]=1)[CH:12]([OH:25])[CH2:13]OS(C1C=CC(C)=CC=1)(=O)=O)[CH:6]=[C:5]2[CH3:32].[CH3:33][NH2:34]>CO>[F:1][C:2]1[CH:3]=[C:4]2[C:8](=[CH:9][CH:10]=1)[N:7]([C@@H:11]([C:26]1[CH:31]=[CH:30][CH:29]=[CH:28][CH:27]=1)[C@H:12]([OH:25])[CH2:13][NH:34][CH3:33])[CH:6]=[C:5]2[CH3:32]. Procedure: A solution of (2S,3S)-3-(5-fluoro-3-methyl-1H-indol-1-yl)-3-phenylpropane-1,2-diol (1.03 g, 3.4 mmol) and p-toluenesulfonyl chloride (0.78 g, 4.1 mmol) in anhydrous pyridine (11 ml) was stirred at room temperature under nitrogen for 12 hours. The reaction was poured into a 1N aqueous solution of hydrochloric acid (50 mL) and extracted with ethyl acetate (50 mL). The organics were dried over anhydrous sodium sulfate, filtered, and concentrated to give (2S,3S)-toluene-4-sulfonic acid 3-(5-fluoro-3... Reactants: NC=1SC(=C(N1)C(=O)OC)C(C)C (methyl 2-amino-5-(1-methylethyl)-1,3-thiazole-4-carboxylate), N(=O)[O-].[Na+] (sodium nitrite). Solvent: OP=O (hypophosphorus acid). Reaction conditions: temperature 0 celsius, time 1 hour. Yields the product CC(C)C1=C(N=CS1)C(=O)OC (Methyl 5-(1-methylethyl)-1,3-thiazole-4-carboxylate). The yield is 95.5%. As a reaction SMILES: N[C:2]1[S:3][C:4]([CH:11]([CH3:13])[CH3:12])=[C:5]([C:7]([O:9][CH3:10])=[O:8])[N:6]=1.N([O-])=O.[Na+]>OP=O>[CH3:13][CH:11]([C:4]1[S:3][CH:2]=[N:6][C:5]=1[C:7]([O:9][CH3:10])=[O:8])[CH3:12] |f:1.2|. Procedure: To a solution of methyl 2-amino-5-(1-methylethyl)-1,3-thiazole-4-carboxylate (2.15 g) (available from ABCR) in 30% hypophosphorus acid (53 ml) at −5° C. was added, slowly beneath the surface, maintaining the temperature between −5 and 0° C., sodium nitrite (1.6 g) and the mixture was stirred for a further 1 h at 0° C. The cooling bath was removed for 2 h, then replaced while a cool solution of sodium hydroxide (8.5 g) in water (100 ml) added slowly. The solution was neutralised by the addition o... RXN SMILES: [Br:1][CH:2]=[CH:3][CH3:4].[CH3:18][CH2:19][O:20][CH2:21][CH3:22].[CH3:5][C:6]1=[C:7]([CH:8]=[O:9])[C:10]([CH3:11])([CH3:12])[CH2:13][CH:14]=[CH:15]1.[Cl-:16].[NH4+:17]>>[CH:2](=[CH:3][CH3:4])[CH:8]([C:7]1=[C:6]([CH3:5])[CH:15]=[CH:14][CH2:13][C:10]1([CH3:11])[CH3:12])[OH:9]. Yields the product CC=CC(O)C1=C(C)C=CCC1(C)C. The reactants are CC=CBr, CCOCC, CC1=C(C=O)C(C)(C)CC=C1, [Cl-], [NH4+]. Reactants: O=C([O-])[O-], COCCOC, CN1CCN(C2CCC(n3nc(I)c4c(N)ncnc43)CC2)CC1, [Na+], [Na+], CC1(C)OB(c2ccc(NC3COc4ccccc43)cc2)OC1(C)C, O, O. Yields the product CN1CCN(C2CCC(n3nc(-c4ccc(NC5COc6ccccc65)cc4)c4c(N)ncnc43)CC2)CC1. As a reaction SMILES: [C:51](=[O:52])([O-:53])[O-:54].[CH3:57][O:58][CH2:59][CH2:60][O:61][CH3:62].[I:26][c:27]1[n:28][n:29]([CH:37]2[CH2:38][CH2:39][CH:40]([N:43]3[CH2:44][CH2:45][N:46]([CH3:49])[CH2:47][CH2:48]3)[CH2:41][CH2:42]2)[c:30]2[n:31][cH:32][n:33][c:34]([NH2:36])[c:35]12.[Na+:55].[Na+:56].[O:1]1[c:2]2[c:3]([cH:22][cH:23][cH:24][cH:25]2)[CH:4]([NH:6][c:7]2[cH:8][cH:9][c:10]([B:13]3[O:14][C:15]([CH3:16])([CH3:17])[C:18]([CH3:19])([CH3:20])[O:21]3)[cH:11][cH:12]2)[CH2:5]1.[OH2:50].[OH2:63]>>[O:1]1[c:2]2[c:3]([cH:22][cH:23][cH:24][cH:25]2)[CH:4]([NH:6][c:7]2[cH:8][cH:9][c:10](-[c:27]3[n:28][n:29]([CH:37]4[CH2:38][CH2:39][CH:40]([N:43]5[CH2:44][CH2:45][N:46]([CH3:49])[CH2:47][CH2:48]5)[CH2:41][CH2:42]4)[c:30]4[n:31][cH:32][n:33][c:34]([NH2:36])[c:35]34)[cH:11][cH:12]2)[CH2:5]1. RXN SMILES: [C:1]([CH3:2])(=[O:3])[O:4][CH:5]1[CH:6]([F:28])[CH:7]([n:15]2[cH:16][n:17][c:18]([C:25](=[O:26])[Cl:27])[c:19]2[N:20]=[CH:21][N:22]([CH3:23])[CH3:24])[O:8][CH:9]1[CH2:10][O:11][C:12]([CH3:13])=[O:14].[CH2:32]([O:33][CH2:34][CH3:35])[CH3:36].[N+:29](=[N-:30])=[CH2:31]>>[C:1]([CH3:2])(=[O:3])[O:4][CH:5]1[CH:6]([F:28])[CH:7]([n:15]2[cH:16][n:17][c:18]([C:25](=[O:26])[CH:31]=[N+:29]=[N-:30])[c:19]2[N:20]=[CH:21][N:22]([CH3:23])[CH3:24])[O:8][CH:9]1[CH2:10][O:11][C:12]([CH3:13])=[O:14]. Reactants: CC(=O)OCC1OC(n2cnc(C(=O)Cl)c2N=CN(C)C)C(F)C1OC(C)=O, CCOCC, C=[N+]=[N-]. Yields the product CC(=O)OCC1OC(n2cnc(C(=O)C=[N+]=[N-])c2N=CN(C)C)C(F)C1OC(C)=O.